Dataset: the Open Reaction Database (ORD), a public repository of structured organic reaction records. Task: describe an organic reaction: reactants, conditions, products, and yield Starting materials: C(COCCOCCOCCO)O (Tetraethylene glycol), [N+](=O)([O-])C=1C=C(C(=O)Cl)C=CC1 (m-nitrobenzoyl chloride). Product: [N+](=O)([O-])C=1C=C(C(=O)C(COCCOCCOCCO)(C(C2=CC(=CC=C2)[N+](=O)[O-])=O)O)C=CC1 (bis-(3-nitrobenzoyl)-tetraethylene glycol). Reaction SMILES: [CH2:1]([OH:13])[CH2:2][O:3][CH2:4][CH2:5][O:6][CH2:7][CH2:8][O:9][CH2:10][CH2:11][OH:12].[N+:14]([C:17]1[CH:18]=[C:19]([CH:23]=[CH:24][CH:25]=1)[C:20](Cl)=[O:21])([O-:16])=[O:15]>>[N+:14]([C:17]1[CH:18]=[C:19]([CH:23]=[CH:24][CH:25]=1)[C:20]([C:11]([OH:12])([C:20](=[O:21])[C:19]1[CH:23]=[CH:24][CH:25]=[C:17]([N+:14]([O-:16])=[O:15])[CH:18]=1)[CH2:10][O:9][CH2:8][CH2:7][O:6][CH2:5][CH2:4][O:3][CH2:2][CH2:1][OH:13])=[O:21])([O-:16])=[O:15]. Reported procedure: Tetraethylene glycol (58.2 g, 0.3 mole) was treated with m-nitrobenzoyl chloride, following the general procedure described in Example 1, Part A. After the usual work-up, the product was crystallized from ethyl acetate/hexanes at -20° C. for 3 days to give bis-(3-nitrobenzoyl)-tetraethylene glycol (110 g) as a pale yellow solid, m.p. 38°-40° C. Starting materials: [H-].[Na+] (sodium hydride), COC1=CC(=C(NS(=O)(=O)C2=CC=C(C=C2)C)C=C1)[N+](=O)[O-] (4′-methoxy-2′-nitro-p-toluenesulfonanilide), O (water), C(C)(=O)OC(C)=O (acetic anhydride). Run in CN(C)C=O (DMF). Yields the product C(C)(=O)N(C1=C(C=C(C=C1)OC)[N+](=O)[O-])S(=O)(=O)C1=CC=C(C=C1)C (N-Acetyl-4′-methoxy-2′-nitro-p-toluenesulfonanilide). The yield is 90.3%. As a reaction SMILES: [H-].[Na+].[CH3:3][O:4][C:5]1[CH:21]=[CH:20][C:8]([NH:9][S:10]([C:13]2[CH:18]=[CH:17][C:16]([CH3:19])=[CH:15][CH:14]=2)(=[O:12])=[O:11])=[C:7]([N+:22]([O-:24])=[O:23])[CH:6]=1.[C:25](OC(=O)C)(=[O:27])[CH3:26].O>CN(C=O)C>[C:25]([N:9]([S:10]([C:13]1[CH:14]=[CH:15][C:16]([CH3:19])=[CH:17][CH:18]=1)(=[O:12])=[O:11])[C:8]1[CH:20]=[CH:21][C:5]([O:4][CH3:3])=[CH:6][C:7]=1[N+:22]([O-:24])=[O:23])(=[O:27])[CH3:26] |f:0.1|. Procedure: To a suspension of sodium hydride (60%, 0.08 g (2.00 mmol)) in DMF (3.0 ml), 4′-methoxy-2′-nitro-p-toluenesulfonanilide (0.50 g (1.55 mmol)) was added with stirring at room temperature. To the resulting mixture, after 15 minutes' stirring at room temperature, acetic anhydride (0.20 ml (2.12 mmol)) was added dropwise. After one hour's stirring at room temperature, water was poured into the reaction mixture and extracted with ethyl acetate. The extract was washed with water and saturated sodium ch...